This data is from the Open Reaction Database (ORD), a public repository of structured organic reaction records. The task is: describe an organic reaction: reactants, conditions, products, and yield Reactants: [Br-].C(C)(C)(C)OC(=O)N1C=CC=2C=[N+](C=CC21)C(CCCCC(C)C)C2=C(C=CC=C2)Cl (1-tert-butoxycarbonyl-5-[1-(2-chlorophenyl)-6-methylheptyl]-1H-pyrrolo[3,2-c]pyridin-5-ium bromide), [BH4-].[Na+] (sodium borohydride), [BH4-].[Na+] (sodium borohydride). Solvent: CCO (EtOH). Conditions: time 0.5 hour. The product is C(C)(C)(C)OC(=O)N1C=CC=2CN(CCC21)C(CCCCC(C)(C)C(=O)OCC)C2=C(C=CC=C2)Cl (5-[1-(2-chlorophenyl)-6-ethoxycarbonyl-6-methylheptyl]-4,5,6,7-tetrahydro-pyrrolo[3,2-c]pyridine-1-carboxylic acid tert-butyl ester). Yield: 140.2%. Reaction SMILES: [Br-].[C:2]([O:6][C:7]([N:9]1[C:17]2[CH:16]=[CH:15][N+:14]([CH:18]([C:26]3[CH:31]=[CH:30][CH:29]=[CH:28][C:27]=3[Cl:32])[CH2:19][CH2:20][CH2:21][CH2:22][CH:23]([CH3:25])[CH3:24])=[CH:13][C:12]=2[CH:11]=[CH:10]1)=[O:8])([CH3:5])([CH3:4])[CH3:3].[BH4-].[Na+]>CCO>[C:2]([O:6][C:7]([N:9]1[C:17]2[CH2:16][CH2:15][N:14]([CH:18]([C:26]3[CH:31]=[CH:30][CH:29]=[CH:28][C:27]=3[Cl:32])[CH2:19][CH2:20][CH2:21][CH2:22][C:23]([C:7]([O:6][CH2:2][CH3:3])=[O:8])([CH3:24])[CH3:25])[CH2:13][C:12]=2[CH:11]=[CH:10]1)=[O:8])([CH3:4])([CH3:5])[CH3:3] |f:0.1,2.3|. Reported procedure: To a solution of 1-tert-butoxycarbonyl-5-[1-(2-chlorophenyl)-6-methylheptyl]-1H-pyrrolo[3,2-c]pyridin-5-ium bromide (2.4 g, 4.0 mmol) in 70% EtOH (60 mL) was added (at room temperature, with vigorous stirring, and in portions) sodium borohydride (0.30 g, 8.0 mmol). When the sodium borohydride was completely added, the stirring was terminated and mixture was stirred for 0.5 hours. The solvent was evaporated under reduced pressure and water (60 mL) was added. The product was extracted with dichlor... The reactants are ClC=1SC=C(N1)CN1C(N(C2=C1C=CC=C2)CCCOC2=CC=C(C=C2)F)=N (1-(2-chloro-thiazol-4-ylmethyl)-3-[3-(4-fluoro-phenoxy)-propyl]-1,3-dihydro-benzoimidazol-2-ylideneamine), C1(=C(C=CC=C1)CN1CCNCC1)C1=CC=CC=C1 (1-biphenyl-2-ylmethyl-piperazine), C(=O)([O-])[O-].[K+].[K+] (K2CO3). Reagents/catalysts: [Cu]I (CuI). The solvent is CN1C(CCC1)=O (N-methylpyrrolidinone). Run at temperature 190 celsius. The product is C1(=C(C=CC=C1)CN1CCN(CC1)C=1SC=C(N1)CN1C(N(C2=C1C=CC=C2)CCCOC2=CC=C(C=C2)F)=N)C2=CC=CC=C2 (1-[2-(4-biphenyl-2-ylmethyl-piperazin-1-yl)-thiazol-4-ylmethyl]-3-[3-(4-fluoro-phenoxy)-propyl]-1,3-dihydro-benzoimidazol-2-ylideneamine). Yield: 7.9%. RXN SMILES: Cl[C:2]1[S:3][CH:4]=[C:5]([CH2:7][N:8]2[C:12]3[CH:13]=[CH:14][CH:15]=[CH:16][C:11]=3[N:10]([CH2:17][CH2:18][CH2:19][O:20][C:21]3[CH:26]=[CH:25][C:24]([F:27])=[CH:23][CH:22]=3)[C:9]2=[NH:28])[N:6]=1.[C:29]1([C:42]2[CH:47]=[CH:46][CH:45]=[CH:44][CH:43]=2)[CH:34]=[CH:33][CH:32]=[CH:31][C:30]=1[CH2:35][N:36]1[CH2:41][CH2:40][NH:39][CH2:38][CH2:37]1.C([O-])([O-])=O.[K+].[K+]>CN1CCCC1=O.[Cu]I>[C:29]1([C:42]2[CH:47]=[CH:46][CH:45]=[CH:44][CH:43]=2)[CH:34]=[CH:33][CH:32]=[CH:31][C:30]=1[CH2:35][N:36]1[CH2:37][CH2:38][N:39]([C:2]2[S:3][CH:4]=[C:5]([CH2:7][N:8]3[C:12]4[CH:13]=[CH:14][CH:15]=[CH:16][C:11]=4[N:10]([CH2:17][CH2:18][CH2:19][O:20][C:21]4[CH:26]=[CH:25][C:24]([F:27])=[CH:23][CH:22]=4)[C:9]3=[NH:28])[N:6]=2)[CH2:40][CH2:41]1 |f:2.3.4|. Procedure details: To a solution of 1-(2-chloro-thiazol-4-ylmethyl)-3-[3-(4-fluoro-phenoxy)-propyl]-1,3-dihydro-benzoimidazol-2-ylideneamine (30 mg, 0.072 mmol) in N-methylpyrrolidinone (2 ml) was added 1-biphenyl-2-ylmethyl-piperazine (18 mg, 0.072 mmol), CuI (14 mg, 0.072 mmol) and K2CO3 (15 mg, 0.11 mmol). The reaction was heated in a microwave at 190° C. for a total of 1.5 h. After this time, the suspension was cooled to rt and filtered through Celite®. The collected solids were washed with dichloromethane and... The product is CSCCOc1cc(F)ccc1C(=O)Nc1ccc(F)cc1C(=O)Nc1ccc(Cl)cn1. Reaction SMILES: [CH3:29][S:30][CH2:31][CH2:32][OH:33].[F:1][c:2]1[cH:3][cH:4][c:5]([NH:18][C:19]([c:20]2[c:21]([OH:27])[cH:22][c:23]([F:26])[cH:24][cH:25]2)=[O:28])[c:6]([C:7](=[O:8])[NH:9][c:10]2[n:11][cH:12][c:13]([Cl:16])[cH:14][cH:15]2)[cH:17]1.[O:53]=[C:54]([O:55][CH:56]([CH3:57])[CH3:58])[N:59]=[N:60][C:61]([O:62][CH:63]([CH3:64])[CH3:65])=[O:66].[O:67]1[CH2:68][CH2:69][CH2:70][CH2:71]1.[c:34]1([P:35]([c:36]2[cH:37][cH:38][cH:39][cH:40][cH:41]2)[c:42]2[cH:43][cH:44][cH:45][cH:46][cH:47]2)[cH:48][cH:49][cH:50][cH:51][cH:52]1>>[F:1][c:2]1[cH:3][cH:4][c:5]([NH:18][C:19]([c:20]2[c:21]([O:27][CH2:32][CH2:31][S:30][CH3:29])[cH:22][c:23]([F:26])[cH:24][cH:25]2)=[O:28])[c:6]([C:7](=[O:8])[NH:9][c:10]2[n:11][cH:12][c:13]([Cl:16])[cH:14][cH:15]2)[cH:17]1. The reactants are CSCCO, O=C(Nc1ccc(F)cc1C(=O)Nc1ccc(Cl)cn1)c1ccc(F)cc1O, CC(C)OC(=O)N=NC(=O)OC(C)C, C1CCOC1, c1ccc(P(c2ccccc2)c2ccccc2)cc1.